This data is from the Open Reaction Database (ORD), a public repository of structured organic reaction records. The task is: describe an organic reaction: reactants, conditions, products, and yield Reactants: N, [Na+], [Na+], [Na+], [OH-], O, O=C1c2ccccc2C(=O)c2c(O)ccc(O)c21, O=S([O-])S(=O)[O-]. The product is Nc1ccc(O)c2c1C(=O)c1ccccc1C2=O. As a reaction SMILES: [NH3:29].[Na+:25].[Na+:26].[Na+:28].[OH-:27].[OH2:30].[OH:1][c:2]1[cH:3][cH:4][c:5]([OH:18])[c:6]2[c:15]1[C:14](=[O:16])[c:13]1[c:8]([cH:9][cH:10][cH:11][cH:12]1)[C:7]2=[O:17].[S:19]([S:20]([O-:21])=[O:22])([O-:23])=[O:24]>>[OH:1][c:2]1[cH:3][cH:4][c:5]([NH2:29])[c:6]2[c:15]1[C:14](=[O:16])[c:13]1[c:8]([cH:9][cH:10][cH:11][cH:12]1)[C:7]2=[O:17]. The reactants are CNC=O, O=C1OC(=O)c2c1cc([N+](=O)[O-])cc2[N+](=O)[O-], O, Cc1ccccc1C. Yields the product CN=C(O)c1cc([N+](=O)[O-])cc([N+](=O)[O-])c1C(=O)O. As a reaction SMILES: [CH3:18][NH:19][CH:20]=[O:21].[N+:1](=[O:2])([O-:3])[c:4]1[c:5]2[c:6]([cH:12][c:13]([N+:15](=[O:16])[O-:17])[cH:14]1)[C:7](=[O:8])[O:9][C:10]2=[O:11].[OH2:22].[c:23]1([CH3:24])[c:25]([CH3:26])[cH:27][cH:28][cH:29][cH:30]1>>[N+:1](=[O:2])([O-:3])[c:4]1[c:5]([C:10]([OH:9])=[O:11])[c:6]([C:7]([OH:8])=[N:19][CH3:18])[cH:12][c:13]([N+:15](=[O:16])[O-:17])[cH:14]1. Starting materials: C=Cc1cc(C)ccc1N1CCN(C(=O)OC(C)(C)C)CC1, CCOC(C)=O, ClC(Cl)Cl, Cl, [Na+], [OH-]. Product: C=Cc1cc(C)ccc1N1CCNCC1. Reaction SMILES: [C:1]([O:2][C:3](=[O:4])[N:8]1[CH2:9][CH2:10][N:11]([c:14]2[c:15]([CH:21]=[CH2:22])[cH:16][c:17]([CH3:20])[cH:18][cH:19]2)[CH2:12][CH2:13]1)([CH3:5])([CH3:6])[CH3:7].[C:23]([O:24][CH2:25][CH3:26])(=[O:27])[CH3:28].[CH:32]([Cl:33])([Cl:34])[Cl:35].[ClH:29].[Na+:31].[OH-:30]>>[NH:8]1[CH2:9][CH2:10][N:11]([c:14]2[c:15]([CH:21]=[CH2:22])[cH:16][c:17]([CH3:20])[cH:18][cH:19]2)[CH2:12][CH2:13]1. The reactants are Cc1ccccc1, BrCC1CCCCC1, c1ccc(P(c2ccccc2)c2ccccc2)cc1. Yields the product [Br-], c1ccc([P+](CC2CCCCC2)(c2ccccc2)c2ccccc2)cc1. As a reaction SMILES: [CH3:28][c:29]1[cH:30][cH:31][cH:32][cH:33][cH:34]1.[CH:20]1([CH2:26][Br:27])[CH2:21][CH2:22][CH2:23][CH2:24][CH2:25]1.[c:1]1([P:7]([c:8]2[cH:9][cH:10][cH:11][cH:12][cH:13]2)[c:14]2[cH:15][cH:16][cH:17][cH:18][cH:19]2)[cH:2][cH:3][cH:4][cH:5][cH:6]1>>[Br-:27].[c:1]1([P+:7]([c:8]2[cH:9][cH:10][cH:11][cH:12][cH:13]2)([c:14]2[cH:15][cH:16][cH:17][cH:18][cH:19]2)[CH2:26][CH:20]2[CH2:21][CH2:22][CH2:23][CH2:24][CH2:25]2)[cH:2][cH:3][cH:4][cH:5][cH:6]1. Starting materials: CCN=C=NCCCN(C)C, CNC, O=C(Nc1ccc(Cl)cn1)c1oc2ccccc2c1NC(=O)C1CCC(C(=O)O)CC1, Cl, Cl, On1nnc2ccccc21, c1ccncc1. Product: CN(C)C(=O)C1CCC(C(=O)Nc2c(C(=O)Nc3ccc(Cl)cn3)oc3ccccc23)CC1. As a reaction SMILES: [CH2:47]([N:48]=[C:49]=[N:50][CH2:51][CH2:52][CH2:53][N:54]([CH3:55])[CH3:56])[CH3:57].[CH3:33][NH:34][CH3:35].[Cl:1][c:2]1[cH:3][cH:4][c:5]([NH:8][C:9](=[O:10])[c:11]2[o:12][c:13]3[c:14]([c:15]2[NH:16][C:17](=[O:18])[CH:19]2[CH2:20][CH2:21][CH:22]([C:25](=[O:26])[OH:27])[CH2:23][CH2:24]2)[cH:28][cH:29][cH:30][cH:31]3)[n:6][cH:7]1.[ClH:32].[ClH:46].[OH:36][n:37]1[c:38]2[cH:39][cH:40][cH:41][cH:42][c:43]2[n:44][n:45]1.[cH:58]1[cH:59][cH:60][n:61][cH:62][cH:63]1>>[Cl:1][c:2]1[cH:3][cH:4][c:5]([NH:8][C:9](=[O:10])[c:11]2[o:12][c:13]3[c:14]([c:15]2[NH:16][C:17](=[O:18])[CH:19]2[CH2:20][CH2:21][CH:22]([C:25](=[O:26])[N:34]([CH3:33])[CH3:35])[CH2:23][CH2:24]2)[cH:28][cH:29][cH:30][cH:31]3)[n:6][cH:7]1.